From a dataset of the Open Reaction Database (ORD), a public repository of structured organic reaction records. describe an organic reaction: reactants, conditions, products, and yield Reactants: COC(=O)[C@H]1N(C[C@@H](C1)S(=O)(=O)C1=C(C=CC=C1)C(F)(F)F)C(CC(C)=O)=S ((2S,4R)-1-(3-oxo-thiobutyryl)-4-(2-trifluoromethyl-benzenesulfonyl)-pyrrolidine-2-carboxylic acid methyl ester), Cl.O1CCC(CC1)NN ((tetrahydropyran-4-yl)hydrazine hydrochloride). Yields the product COC(=O)[C@H]1N(C[C@@H](C1)S(=O)(=O)C1=C(C=CC=C1)C(F)(F)F)C=1N(N=C(C1)C)C1CCOCC1 ((2S,4R)-1-[5-Methyl-2-(tetrahydro-pyran-4-yl)-2H-pyrazol-3-yl]-4-(2-trifluoromethyl-benzenesulfonyl)-pyrrolidine-2-carboxylic acid methyl ester). Reaction SMILES: [CH3:1][O:2][C:3]([C@@H:5]1[CH2:9][C@@H:8]([S:10]([C:13]2[CH:18]=[CH:17][CH:16]=[CH:15][C:14]=2[C:19]([F:22])([F:21])[F:20])(=[O:12])=[O:11])[CH2:7][N:6]1[C:23](=S)[CH2:24][C:25](=O)[CH3:26])=[O:4].Cl.[O:30]1[CH2:35][CH2:34][CH:33]([NH:36][NH2:37])[CH2:32][CH2:31]1>>[CH3:1][O:2][C:3]([C@@H:5]1[CH2:9][C@@H:8]([S:10]([C:13]2[CH:18]=[CH:17][CH:16]=[CH:15][C:14]=2[C:19]([F:22])([F:21])[F:20])(=[O:11])=[O:12])[CH2:7][N:6]1[C:23]1[N:36]([CH:33]2[CH2:34][CH2:35][O:30][CH2:31][CH2:32]2)[N:37]=[C:25]([CH3:26])[CH:24]=1)=[O:4] |f:1.2|. Reported procedure: In analogy to the procedure described in example 192 h, (2S,4R)-1-(3-oxo-thiobutyryl)-4-(2-trifluoromethyl-benzenesulfonyl)-pyrrolidine-2-carboxylic acid methyl ester (example 192 g) was reacted with (tetrahydropyran-4-yl)hydrazine hydrochloride (CAS Reg. No. 194543-22-1) to give the title compound as orange oil. MS (ESI): m/z=502.1 [M+H]+. Procedure details: 4-Amidinobenzamide (commercially available one, 7.8 g) is dissolved in water (200 ml), and thereto is added conc. hydrochloric acid (200 ml), and the mixture is stirred at a temperature below 100° C. for 9 hours. The mixture is cooled, and the precipitated crystals are collected by filtration. Yields the product Cl.C(N)(=N)C1=CC=C(C(=O)O)C=C1 (4-Amidinobenzoic acid hydrochloride). Starting materials: C(N)(=N)C1=CC=C(C(=O)N)C=C1 (4-Amidinobenzamide), O (water), Cl (hydrochloric acid). Conditions: time 9 hour. As a reaction SMILES: [C:1]([C:4]1[CH:12]=[CH:11][C:7]([C:8](N)=[O:9])=[CH:6][CH:5]=1)(=[NH:3])[NH2:2].[ClH:13].[OH2:14]>>[ClH:13].[C:1]([C:4]1[CH:12]=[CH:11][C:7]([C:8]([OH:14])=[O:9])=[CH:6][CH:5]=1)(=[NH:3])[NH2:2] |f:3.4|. Reactants: COc1ccccc1Oc1c(Cl)nc(-c2ccncc2)nc1NS(=O)(=O)c1ccc(C(C)(C)C)cc1, OCC#CCO, CN1CCCN(C)C1=O, [H-], [Na+], CN(C)C=O. The product is COc1ccccc1Oc1c(NS(=O)(=O)c2ccc(C(C)(C)C)cc2)nc(-c2ccncc2)nc1OCC#CCO. As a reaction SMILES: [C:9]([CH3:10])([CH3:11])([CH3:12])[c:13]1[cH:14][cH:15][c:16]([S:19](=[O:20])(=[O:21])[NH:22][c:23]2[n:24][c:25](-[c:39]3[cH:40][cH:41][n:42][cH:43][cH:44]3)[n:26][c:27]([Cl:38])[c:28]2[O:29][c:30]2[c:31]([O:36][CH3:37])[cH:32][cH:33][cH:34][cH:35]2)[cH:17][cH:18]1.[CH2:1]([C:2]#[C:3][CH2:4][OH:5])[OH:6].[CH3:50][N:51]1[CH2:52][CH2:53][CH2:54][N:55]([CH3:56])[C:57]1=[O:58].[H-:7].[Na+:8].[O:45]=[CH:46][N:47]([CH3:48])[CH3:49]>>[CH2:1]([C:2]#[C:3][CH2:4][O:5][c:27]1[n:26][c:25](-[c:39]2[cH:40][cH:41][n:42][cH:43][cH:44]2)[n:24][c:23]([NH:22][S:19]([c:16]2[cH:15][cH:14][c:13]([C:9]([CH3:10])([CH3:11])[CH3:12])[cH:18][cH:17]2)(=[O:20])=[O:21])[c:28]1[O:29][c:30]1[c:31]([O:36][CH3:37])[cH:32][cH:33][cH:34][cH:35]1)[OH:6]. Reactants: Cl (hydrogen chloride), S(=O)(=O)(Cl)Cl (sulfuryl chloride), N1CCOCC1 (morpholine), Cl (hydrogen chloride). Run at temperature 60 celsius, time 5 hour. Yields the product ClS(=O)(=O)N1CCOCC1 (N-Chlorosulfonylmorpholine). Reaction SMILES: [S:1]([Cl:5])(Cl)(=[O:3])=[O:2].[NH:6]1[CH2:11][CH2:10][O:9][CH2:8][CH2:7]1.Cl>>[Cl:5][S:1]([N:6]1[CH2:11][CH2:10][O:9][CH2:8][CH2:7]1)(=[O:3])=[O:2]. Procedure: With intensive cooling, 32.7 ml of sulfuryl chloride are added at approximately 0° C. to 23.5 ml of morpholine. The suspension is then carefully heated to 60° C., causing the onset of hydrogen chloride evolution. After 5 h at 60° C., the evolution of hydrogen chloride is complete. The cooled brown reaction mixture is poured onto ice, and the precipitating oil is extracted with ether, washed with water, 5% sodium hydrogen carbonate solution and water and dried with sodium sulfate. The organic pha... Reactants: C1CCOC1, CC(C)=O, CC(C)[N-]C(C)C, CC(C)NC(C)C, [K+], [K+], [Li+], O=C([O-])[O-], O, CCOC(OCC)P(=O)(c1ccccc1)c1ccccc1. Product: CCOC(OCC)(C(C)(C)O)P(=O)(c1ccccc1)c1ccccc1. RXN SMILES: [CH2:43]1[O:44][CH2:45][CH2:46][CH2:47]1.[CH3:49][C:50](=[O:51])[CH3:52].[CH:22]([CH3:23])([CH3:24])[N-:25][CH:26]([CH3:27])[CH3:28].[CH:30]([NH:31][CH:32]([CH3:33])[CH3:34])([CH3:35])[CH3:36].[K+:37].[K+:38].[Li+:29].[O-:39][C:40]([O-:41])=[O:42].[OH2:48].[c:1]1([P:7](=[O:8])([CH:9]([O:10][CH2:11][CH3:12])[O:13][CH2:14][CH3:15])[c:16]2[cH:17][cH:18][cH:19][cH:20][cH:21]2)[cH:2][cH:3][cH:4][cH:5][cH:6]1>>[c:1]1([P:7](=[O:8])([C:9]([O:10][CH2:11][CH3:12])([O:13][CH2:14][CH3:15])[C:22]([CH3:23])([CH3:24])[OH:39])[c:16]2[cH:17][cH:18][cH:19][cH:20][cH:21]2)[cH:2][cH:3][cH:4][cH:5][cH:6]1.